Dataset: the Open Reaction Database (ORD), a public repository of structured organic reaction records. Task: describe an organic reaction: reactants, conditions, products, and yield Starting materials: COC(CN(CC1=CC=C(C=C1)OC)S(=O)(=O)C1=CC=C(C=C1)O)=O ([(4-hydroxy-benzenesulfonyl)-(4-methoxy-benzyl)-amino]-acetic acid methyl ester), C(=O)([O-])[O-].[K+].[K+] (K2CO3), BrCCCCF (1-bromo-4-fluorobutane). The solvent is O (H2O), CN(C)C=O (DMF). Reaction conditions: time 18 hour. Yields the product COC(CN(CC1=CC=C(C=C1)OC)S(=O)(=O)C1=CC=C(C=C1)OCCCCF)=O ({[4-(4-fluorobutoxy)-benzenesulfonyl](4-methoxy-benzyl)-amino}-acetic acid methyl ester). RXN SMILES: [CH3:1][O:2][C:3](=[O:25])[CH2:4][N:5]([S:15]([C:18]1[CH:23]=[CH:22][C:21]([OH:24])=[CH:20][CH:19]=1)(=[O:17])=[O:16])[CH2:6][C:7]1[CH:12]=[CH:11][C:10]([O:13][CH3:14])=[CH:9][CH:8]=1.C([O-])([O-])=O.[K+].[K+].Br[CH2:33][CH2:34][CH2:35][CH2:36][F:37]>CN(C=O)C.O>[CH3:1][O:2][C:3](=[O:25])[CH2:4][N:5]([S:15]([C:18]1[CH:19]=[CH:20][C:21]([O:24][CH2:33][CH2:34][CH2:35][CH2:36][F:37])=[CH:22][CH:23]=1)(=[O:17])=[O:16])[CH2:6][C:7]1[CH:8]=[CH:9][C:10]([O:13][CH3:14])=[CH:11][CH:12]=1 |f:1.2.3|. Reported procedure: To a suspension of 1 g (2.74 mmol) of [(4-hydroxy-benzenesulfonyl)-(4-methoxy-benzyl)-amino]-acetic acid methyl ester and 1.14 g (8.22 mmol) of K2CO3 in 8 ml of DMF, 0.59 ml (5.47 mmol) of 1-bromo-4-fluorobutane is added dropwise at r.t. After stirring for 18 h at r.t., the reaction mixture is diluted with H2O and extracted with AcOEt. The combined extracts are washed with brine, dried over MgSO4 and concentrated under reduced pressure. The residue is purified by column chromatography on silica ... The reactants are CC=1C=CC(=CC1)C(=O)O (p-toluic acid), [S] (sulfur). Product: C1(=CC=C(C=C1)C(=O)O)C=CC1=CC=C(C=C1)C(=O)O (4,4'-stilbenedicarboxylic acid). Yield: 34.0%. As a reaction SMILES: [CH3:1][C:2]1[CH:3]=[CH:4][C:5]([C:8]([OH:10])=[O:9])=[CH:6][CH:7]=1.[S]>>[C:2]1([CH:1]=[CH:1][C:2]2[CH:7]=[CH:6][C:5]([C:8]([OH:10])=[O:9])=[CH:4][CH:3]=2)[CH:7]=[CH:6][C:5]([C:8]([OH:10])=[O:9])=[CH:4][CH:3]=1 |^3:10|. Procedure details: It also is known to heat a stoichiometric excess of p-toluic acid with sulfur at 265° C. at a pressure of about 5.5 bars absolute in the presence of nitrogen to obtain 4,4'-stilbenedicarboxylic acid in a 34% yield based on the amount of sulfur used. A known method for synthesizing dimethyl 4,4'-stilbenedicarboxylate comprises the steps of (1) contacting methyl p-formylbenzoate with hydrogen sulfide at 0° C. in the presence of hydrochloric acid to produce a cyclic trisulfide compound and (2) heat... The reactants are ClC1=C(C=CC(=C1)Cl)C=1C=C2[C@H]3[C@@H](N4C2=C(C1)S(CC4)(=O)=O)CCN(C3)C(=O)OC(C)(C)C (tert-butyl(6bR,10aS)-5-(2,4-dichlorophenyl)-1,2,6b,9,10,10a-hexahydropyrido[4,3-b][1,4]thiazino[2,3,4-hi]indole-8(7H)-carboxylate 3,3-dioxide), C (Methane). The product is Cl.ClC1=C(C=CC(=C1)Cl)C=1C=C2[C@H]3[C@@H](N4C2=C(C1)S(CC4)(=O)=O)CCNC3 ((6bR,10aS)-5-(2,4-dichlorophenyl)-1,2,6b,7,8,9,10,10a-octahydropyrido[4,3-b][1,4]thiazino[2,3,4-hi]indole 3,3-dioxide hydrochloride). The yield is 162.6%. As a reaction SMILES: [Cl:1][C:2]1[CH:7]=[C:6]([Cl:8])[CH:5]=[CH:4][C:3]=1[C:9]1[CH:10]=[C:11]2[C:15]3=[C:16]([S:18](=[O:22])(=[O:21])[CH2:19][CH2:20][N:14]3[C@H:13]3[CH2:23][CH2:24][N:25](C(OC(C)(C)C)=O)[CH2:26][C@@H:12]23)[CH:17]=1.C>>[ClH:1].[Cl:1][C:2]1[CH:7]=[C:6]([Cl:8])[CH:5]=[CH:4][C:3]=1[C:9]1[CH:10]=[C:11]2[C:15]3=[C:16]([S:18](=[O:21])(=[O:22])[CH2:19][CH2:20][N:14]3[C@H:13]3[CH2:23][CH2:24][NH:25][CH2:26][C@@H:12]23)[CH:17]=1 |f:2.3|. Procedure: The title compound (37 mg, 80%) was prepared from tert-butyl(6bR,10aS)-5-(2,4-dichlorophenyl)-1,2,6b,9,10,10a-hexahydropyrido[4,3-b][1,4]thiazino[2,3,4-hi]indole-8(7H)-carboxylate 3,3-dioxide (52 mg) using the procedure described in Example 448 Step B. 1H NMR (CD3OD, 500 MHz) δ2.20-2.25 (m, 1H), 2.25-2.35 (m, 1H), 3.00 (t, 1H, 12.5 Hz), 3.18-3.38 (m, 3H), 3.45-3.75 (m, 5H), 3.83-3.95 (m, 2H), 7.35 (d, 1H, J=6.8 Hz), 7.40 (m, 1H), 7.49 (m, 1H), 7.51 (m, 1H), 7.59 (m, 1H) ppm. CIMS (Methane) m/z=4... The reactants are COC(=O)CCCBr, Clc1c2ccccc2nn1-c1ccc(OCC2CCCN2)cc1. The product is COC(=O)CCCN1CCCC1COc1ccc(-n2nc3ccccc3c2Cl)cc1. RXN SMILES: [Br:24][CH2:25][CH2:26][CH2:27][C:28](=[O:29])[O:30][CH3:31].[Cl:1][c:2]1[n:3](-[c:11]2[cH:12][cH:13][c:14]([O:17][CH2:18][CH:19]3[NH:20][CH2:21][CH2:22][CH2:23]3)[cH:15][cH:16]2)[n:4][c:5]2[cH:6][cH:7][cH:8][cH:9][c:10]12>>[Cl:1][c:2]1[n:3](-[c:11]2[cH:12][cH:13][c:14]([O:17][CH2:18][CH:19]3[N:20]([CH2:25][CH2:26][CH2:27][C:28](=[O:29])[O:30][CH3:31])[CH2:21][CH2:22][CH2:23]3)[cH:15][cH:16]2)[n:4][c:5]2[cH:6][cH:7][cH:8][cH:9][c:10]12.